The task is: describe an organic reaction: reactants, conditions, products, and yield. This data is from the Open Reaction Database (ORD), a public repository of structured organic reaction records. Reactants: C(CCCCC)=O (hexanal), CuCl2, NC1=NC=C(C(=O)O)C=C1 (6-aminonicotinic acid). Run in C(C)(C)O.O (isopropyl alcohol water). Reaction conditions: temperature 80 celsius, time 8 hour. Yields the product C(CCC)C1=CN=C2N1C=C(C=C2)C(=O)O (3-butylimidazo[1,2-a]pyridine-6-carboxylic acid). Yield: 11.9%. As a reaction SMILES: [CH:1](=O)[CH2:2][CH2:3][CH2:4][CH2:5][CH3:6].[NH2:8][C:9]1[CH:17]=[CH:16][C:12]([C:13]([OH:15])=[O:14])=[CH:11][N:10]=1>C(O)(C)C.O>[CH2:3]([C:2]1[N:10]2[CH:11]=[C:12]([C:13]([OH:15])=[O:14])[CH:16]=[CH:17][C:9]2=[N:8][CH:1]=1)[CH2:4][CH2:5][CH3:6] |f:2.3|. Procedure details: To hexanal (1.02 g, 10.2 mmol) in 15 mL of isopropyl alcohol-water (4:1 v/v) was added CuCl2 (1.37 g, 10.2 mmol). The mixture was heated at 80° C. for 2.5 h, then cooled. The solids were removed by filtration and the filtrate was added to 6-aminonicotinic acid (1.35 g, 10 mmol). The mixture was stirred overnight at room temperature, then heated at reflux 32 h. After cooling, the solvents were removed under reduced pressure and MeOH was added to the residue. The resulting solid was removed by fil... The reactants are CCCCCCCCOc1ccc([N+](=O)[O-])cc1OCCCCCCCC, CCOC(C)=O, [H][H]. The product is CCCCCCCCOc1ccc(N)cc1OCCCCCCCC. RXN SMILES: [CH2:1]([CH2:2][CH2:3][CH2:4][CH2:5][CH2:6][CH2:7][CH3:8])[O:9][c:10]1[cH:11][c:12]([N+:25]([O-:26])=[O:27])[cH:13][cH:14][c:15]1[O:16][CH2:17][CH2:18][CH2:19][CH2:20][CH2:21][CH2:22][CH2:23][CH3:24].[CH3:30][CH2:31][O:32][C:33](=[O:34])[CH3:35].[H:28][H:29]>>[CH2:1]([CH2:2][CH2:3][CH2:4][CH2:5][CH2:6][CH2:7][CH3:8])[O:9][c:10]1[cH:11][c:12]([NH2:25])[cH:13][cH:14][c:15]1[O:16][CH2:17][CH2:18][CH2:19][CH2:20][CH2:21][CH2:22][CH2:23][CH3:24]. Reactants: C(C)(=O)O[BH-](OC(C)=O)OC(C)=O.[Na+] (Sodium triacetoxyborohydride), OC1=CC=C(C=C1)C1=CC=C(C=C1)C=O (4′-hydroxybiphenyl-4-carbaldehyde), FC(OC1=CC=C(OC2CCNCC2)C=C1)(F)F (4-(4-trifluoromethoxyphenoxy)piperidine), C([O-])([O-])=O.[K+].[K+] (potassium carbonate). Solvent: ClCCCl (1,2-dichloroethane). Reaction conditions: time 8 hour. The product is FC(OC1=CC=C(OC2CCN(CC2)CC2=CC=C(C=C2)C2=CC=C(C=C2)O)C=C1)(F)F (4′-[4-(4-trifluoromethoxyphenoxy)piperidin-1-ylmethyl]-biphenyl-4-ol). Yield: 68.4%. Reaction SMILES: C(O[BH-](OC(=O)C)OC(=O)C)(=O)C.[Na+].[OH:15][C:16]1[CH:21]=[CH:20][C:19]([C:22]2[CH:27]=[CH:26][C:25]([CH:28]=O)=[CH:24][CH:23]=2)=[CH:18][CH:17]=1.[F:30][C:31]([F:47])([F:46])[O:32][C:33]1[CH:45]=[CH:44][C:36]([O:37][CH:38]2[CH2:43][CH2:42][NH:41][CH2:40][CH2:39]2)=[CH:35][CH:34]=1.C(=O)([O-])[O-].[K+].[K+]>ClCCCl>[F:47][C:31]([F:30])([F:46])[O:32][C:33]1[CH:45]=[CH:44][C:36]([O:37][CH:38]2[CH2:39][CH2:40][N:41]([CH2:28][C:25]3[CH:24]=[CH:23][C:22]([C:19]4[CH:18]=[CH:17][C:16]([OH:15])=[CH:21][CH:20]=4)=[CH:27][CH:26]=3)[CH2:42][CH2:43]2)=[CH:35][CH:34]=1 |f:0.1,4.5.6|. Reported procedure: Sodium triacetoxyborohydride (1.69 g) was added to a 1,2-dichloroethane solution (11 ml) of 4′-hydroxybiphenyl-4-carbaldehyde (1.13 g) and 4-(4-trifluoromethoxyphenoxy)piperidine (1.78 g) and stirred at room temperature overnight. A potassium carbonate aqueous solution was added to the reaction mixture, followed by extraction with dichloromethane. The organic layer was washed with water, dried over sodium sulfate, and concentrated under reduced pressure. The residue was purified by silica gel co... The product is CCOC(=O)COC(C(=O)OC)C(=O)OC. The reactants are CCOC(=O)CO, CC(=O)[O-], CC(=O)[O-], ClCCl, COC(=O)C(=[N+]=[N-])C(=O)OC, [Rh+2]. RXN SMILES: [C:12]([CH2:13][OH:14])(=[O:15])[O:16][CH2:17][CH3:18].[C:22]([O-:23])(=[O:24])[CH3:25].[C:27]([O-:28])(=[O:29])[CH3:30].[Cl:19][CH2:20][Cl:21].[N+:1](=[N-:2])=[C:3]([C:4](=[O:5])[O:6][CH3:7])[C:8](=[O:9])[O:10][CH3:11].[Rh+2:26]>>[CH:3]([C:4](=[O:5])[O:6][CH3:7])([C:8](=[O:9])[O:10][CH3:11])[O:14][CH2:13][C:12](=[O:15])[O:16][CH2:17][CH3:18]. Starting materials: CC(C)=O, OCCCOc1ccc2nc(-c3ccccc3)n(-c3ccccc3)c2c1. Yields the product O=C(O)CCOc1ccc2nc(-c3ccccc3)n(-c3ccccc3)c2c1. As a reaction SMILES: [CH3:27][C:28]([CH3:29])=[O:30].[c:1]1(-[n:7]2[c:8](-[c:21]3[cH:22][cH:23][cH:24][cH:25][cH:26]3)[n:9][c:10]3[c:11]2[cH:12][c:13]([O:16][CH2:17][CH2:18][CH2:19][OH:20])[cH:14][cH:15]3)[cH:2][cH:3][cH:4][cH:5][cH:6]1>>[c:1]1(-[n:7]2[c:8](-[c:21]3[cH:22][cH:23][cH:24][cH:25][cH:26]3)[n:9][c:10]3[c:11]2[cH:12][c:13]([O:16][CH2:17][CH2:18][C:19](=[O:20])[OH:30])[cH:14][cH:15]3)[cH:2][cH:3][cH:4][cH:5][cH:6]1. Starting materials: COC(C(C(C1=CC=C(C=C1)F)Cl)=O)=O (3-chloro-3-(4-fluoro-phenyl)-2-oxo-propionic acid methylester), FC=1C=C(C=O)C=CC1 (3-fluorobenzaldehyde), FC1=CC=C(C=O)C=C1 (4-fluorobenzaldehyde). Product: COC(C(C(C1=CC(=CC=C1)F)Cl)=O)=O (3-chloro-3-(3-fluoro-phenyl)-2-oxo-propionic acid methylester). RXN SMILES: [CH3:1][O:2][C:3](=[O:15])[C:4](=[O:14])[CH:5]([Cl:13])[C:6]1[CH:11]=[CH:10][C:9](F)=[CH:8][CH:7]=1.[F:16]C1C=C(C=CC=1)C=O.FC1C=CC(C=O)=CC=1>>[CH3:1][O:2][C:3](=[O:15])[C:4](=[O:14])[CH:5]([Cl:13])[C:6]1[CH:11]=[CH:10][CH:9]=[C:8]([F:16])[CH:7]=1. Reported procedure: This compound was synthesised as 3-chloro-3-(4-fluoro-phenyl)-2-oxo-propionic acid methylester but using 3-fluorobenzaldehyde instead 4-fluorobenzaldehyde. RXN SMILES: [Cl:1][c:2]1[cH:3][cH:4][c:5]([SH:8])[cH:6][cH:7]1.[Cu:23].[I:11][c:12]1[cH:13][cH:14][c:15]([CH2:18][C:19](=[O:20])[OH:21])[cH:16][cH:17]1.[K+:10].[OH-:9].[OH2:22]>>[Cl:1][c:2]1[cH:3][cH:4][c:5]([S:8][c:12]2[cH:13][cH:14][c:15]([CH2:18][C:19](=[O:20])[OH:21])[cH:16][cH:17]2)[cH:6][cH:7]1. The product is O=C(O)Cc1ccc(Sc2ccc(Cl)cc2)cc1. Reactants: Sc1ccc(Cl)cc1, [Cu], O=C(O)Cc1ccc(I)cc1, [K+], [OH-], O.